describe an organic reaction: reactants, conditions, products, and yield From a dataset of the Open Reaction Database (ORD), a public repository of structured organic reaction records. The reactants are CCOC(=N)c1ccccc1, CCO, Cl, CC(C)(C)OC(=O)N1CCC(N)C(N)C1. The product is CC(C)(C)OC(=O)N1CCC2NC(c3ccccc3)=NC2C1. As a reaction SMILES: [C:2]([c:3]1[cH:4][cH:5][cH:6][cH:7][cH:8]1)([O:9][CH2:10][CH3:11])=[NH:12].[CH3:28][CH2:29][OH:30].[ClH:1].[NH2:13][CH:14]1[CH2:15][N:16]([C:21](=[O:22])[O:23][C:24]([CH3:25])([CH3:26])[CH3:27])[CH2:17][CH2:18][CH:19]1[NH2:20]>>[C:2]1([c:3]2[cH:4][cH:5][cH:6][cH:7][cH:8]2)=[N:13][CH:14]2[CH2:15][N:16]([C:21](=[O:22])[O:23][C:24]([CH3:25])([CH3:26])[CH3:27])[CH2:17][CH2:18][CH:19]2[NH:12]1.